From a dataset of the Open Reaction Database (ORD), a public repository of structured organic reaction records. describe an organic reaction: reactants, conditions, products, and yield Starting materials: ClC=1N=C(C=2N(C1)N=CC2C#N)O[C@H](C)[C@H]2CNC(C2)=O (6-chloro-4-((R)-1-((R)-5-oxopyrrolidin-3-yl)ethoxy)pyrazolo[1,5-a]pyrazine-3-carbonitrile), O (water), COC=1C=C(C=CC1OC)B(O)O ((3,4-dimethoxyphenyl)boronic acid), [O-]P(=O)([O-])[O-].[K+].[K+].[K+] (K3PO4). The reagents and catalysts are CC(C)(C)P(C1=CC=C(C=C1)N(C)C)C(C)(C)C.CC(C)(C)P(C1=CC=C(C=C1)N(C)C)C(C)(C)C.Cl[Pd]Cl (bis(di-tert-butyl(4-dimethylaminophenyl)phosphine)dichloropalladium(II)). Run in O1CCOCC1 (1,4-dioxane). Reaction conditions: temperature 100 celsius, time 16 hour. Product: COC=1C=C(C=CC1OC)C=1N=C(C=2N(C1)N=CC2C#N)O[C@H](C)[C@H]2CNC(C2)=O (6-(3,4-dimethoxyphenyl)-4-((R)-1-((R)-5-oxopyrrolidin-3-yl)ethoxy)pyrazolo[1,5-a]pyrazine-3-carbonitrile). As a reaction SMILES: Cl[C:2]1[N:3]=[C:4]([O:13][C@@H:14]([C@@H:16]2[CH2:20][C:19](=[O:21])[NH:18][CH2:17]2)[CH3:15])[C:5]2[N:6]([N:8]=[CH:9][C:10]=2[C:11]#[N:12])[CH:7]=1.[CH3:22][O:23][C:24]1[CH:25]=[C:26](B(O)O)[CH:27]=[CH:28][C:29]=1[O:30][CH3:31].[O-]P([O-])([O-])=O.[K+].[K+].[K+].O>O1CCOCC1.CC(P(C(C)(C)C)C1C=CC(N(C)C)=CC=1)(C)C.CC(P(C(C)(C)C)C1C=CC(N(C)C)=CC=1)(C)C.Cl[Pd]Cl>[CH3:22][O:23][C:24]1[CH:25]=[C:26]([C:2]2[N:3]=[C:4]([O:13][C@@H:14]([C@@H:16]3[CH2:20][C:19](=[O:21])[NH:18][CH2:17]3)[CH3:15])[C:5]3[N:6]([N:8]=[CH:9][C:10]=3[C:11]#[N:12])[CH:7]=2)[CH:27]=[CH:28][C:29]=1[O:30][CH3:31] |f:2.3.4.5,8.9.10|. Procedure details: Crude intermediate 5.65 from the previous step, (3,4-dimethoxyphenyl)boronic acid (34 mg, 0.19 mmol), K3PO4 (79 mg, 0.37 mmol) and bis(di-tert-butyl(4-dimethylaminophenyl)phosphine)dichloropalladium(II) (3.3 mg, 0.005 mmol) were taken up in 1,4-dioxane (1.35 mL) and water (0.14 mL) under Ar. The stirred reaction mixture was heated to 100° C. After stirring 16 h, the reaction mixture was partitioned between EtOAc, water, and brine and the resulting emulsion was filtered through a pad of Celite. T... Reactants: C(C)(=O)OC[C@@H]1[C@H](C[C@@H](O1)N1C(N=C(C(=C1)C)NCCC)=O)N=[N+]=[N-] (1-(5-O-Acetyl-3-azido-2,3-dideoxy-β-D-erythro-pentofuranosyl)-5-methyl-4-(propylamino)-2-(1H)-pyrimidinone). Solvent: N (NH3). The product is N(=[N+]=[N-])[C@H]1C[C@@H](O[C@@H]1CO)N1C(N=C(C(=C1)C)NCCC)=O (1-(3-Azido-2,3-Dideoxy-β-D-erythro-pentofuranosyl)-5-Methyl-4-(Propylamino)-2-(1H)-Pyrimidinone). As a reaction SMILES: C([O:4][CH2:5][C@H:6]1[O:10][C@@H:9]([N:11]2[CH:16]=[C:15]([CH3:17])[C:14]([NH:18][CH2:19][CH2:20][CH3:21])=[N:13][C:12]2=[O:22])[CH2:8][C@@H:7]1[N:23]=[N+:24]=[N-:25])(=O)C>N>[N:23]([C@@H:7]1[C@@H:6]([CH2:5][OH:4])[O:10][C@@H:9]([N:11]2[CH:16]=[C:15]([CH3:17])[C:14]([NH:18][CH2:19][CH2:20][CH3:21])=[N:13][C:12]2=[O:22])[CH2:8]1)=[N+:24]=[N-:25]. Procedure details: 1-(5-O-Acetyl-3-azido-2,3-dideoxy-β-D-erythro-pentofuranosyl)-5-methyl-4-(propylamino)-2-(1H)-pyrimidinone (0.3 g, 0.8 mMol,EX.) was dissolved in NH3 saturated MeOH (15 mL). After 3 hours the solvents were evaporated in vacuo to yield the title compound as a solid: mp=59°-62° C.; UV(nm): at pH 1 λmax=288,219(ε=11300,9500), λmin=247(ε=1700); at pH 13 λmax=276(ε=9000), λmin=253(ε=6400); H NMR(DMSO-d6) δ7.54(s,1H,H6), 7.17(t,1H,--NH--), 6.08(t,1H,H1',J=6.45 Hz), 5.17(t,1H,5'OH), 4.33(q,1H,H3'), 3.7...